Dataset: the Open Reaction Database (ORD), a public repository of structured organic reaction records. Task: describe an organic reaction: reactants, conditions, products, and yield Reactants: O=C1NC2C(N1C1CCN(CC1)C1CCN(CC1)C(=O)OC(C)(C)C)CCCC2 (tert-butyl 4-(2-oxooctahydro-1H-benzimidazol-1-yl)-1,4′-bipiperidine-1′-carboxylate). Run in Cl (HCl), O1CCOCC1 (dioxane), O (water). Conditions: time 1 hour. The product is N1CCC(CC1)N1CCC(CC1)N1C(N[C@@H]2[C@@H]1CCCC2)=O ((3aS,7aS)-1-[1-(4-piperidyl)-4-piperidyl]-3a,4,5,6,7,7a-hexahydro-3H-benzoimidazol-2-one). Yield: 77.4%. RXN SMILES: [O:1]=[C:2]1[N:6]([CH:7]2[CH2:12][CH2:11][N:10]([CH:13]3[CH2:18][CH2:17][N:16](C(OC(C)(C)C)=O)[CH2:15][CH2:14]3)[CH2:9][CH2:8]2)[CH:5]2[CH2:26][CH2:27][CH2:28][CH2:29][CH:4]2[NH:3]1>Cl.O1CCOCC1.O>[NH:16]1[CH2:17][CH2:18][CH:13]([N:10]2[CH2:9][CH2:8][CH:7]([N:6]3[C@H:5]4[CH2:26][CH2:27][CH2:28][CH2:29][C@@H:4]4[NH:3][C:2]3=[O:1])[CH2:12][CH2:11]2)[CH2:14][CH2:15]1. Reported procedure: tert-butyl 4-(2-oxooctahydro-1H-benzimidazol-1-yl)-1,4′-bipiperidine-1′-carboxylate (1.2 g, 2.95 mmol) was dissolved in a mixture of 4M HCl in dioxane (15 mL) and water (5 mL). The mixture was stirred at rt for 1 hour then concentrated in vacuo to provide the title compound as a white solid (0.7 g). 1H NMR (400 MHz, CHLOROFORM-D) free base: δ ppm 1.22-1.53 (m, 5H), 1.49-1.69 (m, 1H), 1.69-1.88 (m, 7H), 1.94 (m, 1H), 2.04-2.52 (m, 6H), 2.60 (t, J=11.33 Hz, 2H), 2.82-3.09 (m, 4H), 3.17 (d, J=12.89... Reactants: CCCCCC(=O)Cl, O, O=C(O)c1ccc(O)cc1, c1ccncc1. The product is CCCCCC(=O)Oc1ccc(C(=O)O)cc1. Reaction SMILES: [C:12]([CH2:13][CH2:14][CH2:15][CH2:16][CH3:17])(=[O:18])[Cl:19].[OH2:11].[OH:1][C:2](=[O:3])[c:4]1[cH:5][cH:6][c:7]([OH:8])[cH:9][cH:10]1.[cH:20]1[cH:21][cH:22][n:23][cH:24][cH:25]1>>[OH:1][C:2](=[O:3])[c:4]1[cH:5][cH:6][c:7]([O:8][C:12]([CH2:13][CH2:14][CH2:15][CH2:16][CH3:17])=[O:18])[cH:9][cH:10]1. Starting materials: C1CCC2=NCCCN2CC1 (DBU), ClN1C(CCC1=O)=O (N-chlorosuccinimide), C(C)(=O)O[C@H]1[C@@H](C(O[C@H]([C@@H]1OC(C)=O)C1=CC(=C(C=C1)Cl)CC1=CC=C(C=C1)OCC)O)OC(C)=O (acetic acid (3S,4R,5S,6S)-4,5-diacetoxy-6-[4-chloro-3-(4-ethoxy-benzyl)-phenyl]-2-hydroxy-tetrahydro-pyran-3-yl ester), Cl.NO (hydroxylamine hydrochloride). Run in CCOC(=O)C (EtOAc), N1=CC=CC=C1 (pyridine), CCOC(=O)C (EtOAc). Conditions: temperature -78 celsius, time 6 hour. The product is C(C)(=O)O[C@H]1[C@@H](/C(/O[C@H]([C@@H]1OC(C)=O)C1=CC(=C(C=C1)Cl)CC1=CC=C(C=C1)OCC)=N/O)OC(C)=O (acetic acid (3S,4R,5S,6S)-4,5-diacetoxy-6-[4-chloro-3-(4-ethoxy-benzyl)-phenyl]-2-[(Z)-hydroxyimino]-tetrahydro-pyran-3-yl ester). Isolated yield 66.7%. RXN SMILES: [C:1]([O:4][C@@H:5]1[C@@H:10]([O:11][C:12](=[O:14])[CH3:13])[C@H:9]([C:15]2[CH:20]=[CH:19][C:18]([Cl:21])=[C:17]([CH2:22][C:23]3[CH:28]=[CH:27][C:26]([O:29][CH2:30][CH3:31])=[CH:25][CH:24]=3)[CH:16]=2)[O:8][CH:7](O)[C@H:6]1[O:33][C:34](=[O:36])[CH3:35])(=[O:3])[CH3:2].Cl.[NH2:38][OH:39].C1CCN2C(=NCCC2)CC1.ClN1C(=O)CCC1=O>N1C=CC=CC=1.CCOC(C)=O>[C:1]([O:4][C@@H:5]1[C@@H:10]([O:11][C:12](=[O:14])[CH3:13])[C@H:9]([C:15]2[CH:20]=[CH:19][C:18]([Cl:21])=[C:17]([CH2:22][C:23]3[CH:28]=[CH:27][C:26]([O:29][CH2:30][CH3:31])=[CH:25][CH:24]=3)[CH:16]=2)[O:8]/[C:7](=[N:38]\[OH:39])/[C@H:6]1[O:33][C:34](=[O:36])[CH3:35])(=[O:3])[CH3:2] |f:1.2|. Procedure: Compound from step A (142 mg, 0.27 mmol) and hydroxylamine hydrochloride (57 mg, 0.82 mmol) were dissolved in pyridine (1.4 ml). The reaction was stirred for 6 hours, diluted with EtOAc, washed with 1 M aq. NaHSO4, H2O, sat. aq. NaHCO3, and brine (with back extraction), dried over Na2SO4, filtered, and concentrated under vacuum. The residue was dissolved in CH2Cl2, cooled to −78° C., and treated with DBU (49 μL, 0.33 mmol) followed by N-chlorosuccinimide (44 mg, 0.33 mmol). The reaction was stir... Starting materials: CCO, CO, O=Cc1cccc(Cl)c1Cl, [Na+], CC(=O)c1ccc(OC2CCCCO2)cc1, [OH-]. Product: O=C(C=Cc1cccc(Cl)c1Cl)c1ccc(OC2CCCCO2)cc1. As a reaction SMILES: [CH3:27][CH2:28][OH:29].[CH3:32][OH:33].[Cl:17][c:18]1[c:19]([CH:20]=[O:21])[cH:22][cH:23][cH:24][c:25]1[Cl:26].[Na+:31].[O:1]1[CH:2]([O:7][c:8]2[cH:9][cH:10][c:11]([C:14]([CH3:15])=[O:16])[cH:12][cH:13]2)[CH2:3][CH2:4][CH2:5][CH2:6]1.[OH-:30]>>[O:1]1[CH:2]([O:7][c:8]2[cH:9][cH:10][c:11]([C:14]([CH:15]=[CH:20][c:19]3[c:18]([Cl:17])[c:25]([Cl:26])[cH:24][cH:23][cH:22]3)=[O:16])[cH:12][cH:13]2)[CH2:3][CH2:4][CH2:5][CH2:6]1.